From a dataset of the Open Reaction Database (ORD), a public repository of structured organic reaction records. describe an organic reaction: reactants, conditions, products, and yield RXN SMILES: [BH3:43].[CH3:28][c:29]1[cH:30][n:31][c:32]2[n:33]([cH:34]1)[n:35][c:36]([CH:38]=[O:39])[n:37]2.[CH3:40][NH:41][CH3:42].[CH3:44][OH:45].[CH:1]1([C:6]2([CH2:14][CH2:15][c:16]3[cH:17][c:18]([F:27])[c:19]([C:22]4([C:25]#[N:26])[CH2:23][CH2:24]4)[cH:20][cH:21]3)[O:7][C:8](=[O:13])[CH2:9][C:10](=[O:12])[CH2:11]2)[CH2:2][CH2:3][CH2:4][CH2:5]1>>[CH:1]1([C:6]2([CH2:14][CH2:15][c:16]3[cH:17][c:18]([F:27])[c:19]([C:22]4([C:25]#[N:26])[CH2:23][CH2:24]4)[cH:20][cH:21]3)[O:7][C:8](=[O:13])[CH:9]([CH2:38][c:36]3[n:35][n:33]4[c:32]([n:31][cH:30][c:29]([CH3:28])[cH:34]4)[n:37]3)[C:10](=[O:12])[CH2:11]2)[CH2:2][CH2:3][CH2:4][CH2:5]1. Reactants: B, Cc1cnc2nc(C=O)nn2c1, CNC, CO, N#CC1(c2ccc(CCC3(C4CCCC4)CC(=O)CC(=O)O3)cc2F)CC1. The product is Cc1cnc2nc(CC3C(=O)CC(CCc4ccc(C5(C#N)CC5)c(F)c4)(C4CCCC4)OC3=O)nn2c1.